From a dataset of the Open Reaction Database (ORD), a public repository of structured organic reaction records. describe an organic reaction: reactants, conditions, products, and yield Reactants: ClC1=CC(=CC=C1)C(=O)OO (m-chloroperbenzoic acid), CC1(OC2=C(C(C1)C1=NC=CC=C1)C=C(C=C2)[N+](=O)[O-])C (3,4-dihydro-2,2-dimethyl-6-nitro-4-(2-pyridyl)-2H-1-benzopyran), ClC1=CC(=CC=C1)C(=O)OO (m-chloroperbenzoic acid). The solvent is ClCCl (dichloromethane). The product is CC1(OC2=C(C(C1)C1=[N+](C=CC=C1)[O-])C=C(C=C2)[N+](=O)[O-])C (2-(3,4-dihydro-2,2-dimethyl-6-nitro-2H-1-benzopyran-4-yl)pyridine N-oxide). The yield is 30.9%. Reaction SMILES: [CH3:1][C:2]1([CH3:21])[CH2:7][CH:6]([C:8]2[CH:13]=[CH:12][CH:11]=[CH:10][N:9]=2)[C:5]2[CH:14]=[C:15]([N+:18]([O-:20])=[O:19])[CH:16]=[CH:17][C:4]=2[O:3]1.ClC1C=CC=C(C(OO)=[O:30])C=1>ClCCl>[CH3:1][C:2]1([CH3:21])[CH2:7][CH:6]([C:8]2[CH:13]=[CH:12][CH:11]=[CH:10][N+:9]=2[O-:30])[C:5]2[CH:14]=[C:15]([N+:18]([O-:20])=[O:19])[CH:16]=[CH:17][C:4]=2[O:3]1. Procedure details: 245 mg of 3,4-dihydro-2,2-dimethyl-6-nitro-4-(2-pyridyl)-2H-1-benzopyran were dissolved in 5 ml of dichloromethane at room temperature and 149 mg of m-chloroperbenzoic acid were added. After stirring at room temperature for 3 days further m-chloroperbenzoic acid was added until starting material could no longer be detected by thin-layer chromatography. The mixture was washed in succession with sodium bisulphite solution, sodium bicarbonate solution and sodium chloride solution, dried over sodium... As a reaction SMILES: [CH2:44]1[O:45][CH2:46][CH2:47][CH2:48]1.[CH3:2][CH2:3][CH2:4][CH2:5][N+:6]([CH2:7][CH2:8][CH2:9][CH3:10])([CH2:11][CH2:12][CH2:13][CH3:14])[CH2:15][CH2:16][CH2:17][CH3:18].[F-:1].[O:19]1[CH2:20][CH2:21][N:22]([c:25]2[cH:26][n:27]([Si:34]([CH:35]([CH3:36])[CH3:37])([CH:38]([CH3:39])[CH3:40])[CH:41]([CH3:42])[CH3:43])[c:28]3[cH:29][cH:30][cH:31][cH:32][c:33]23)[CH2:23][CH2:24]1.[OH2:49]>>[O:19]1[CH2:20][CH2:21][N:22]([c:25]2[cH:26][nH:27][c:28]3[cH:29][cH:30][cH:31][cH:32][c:33]23)[CH2:23][CH2:24]1. The product is c1ccc2c(N3CCOCC3)c[nH]c2c1. Reactants: C1CCOC1, CCCC[N+](CCCC)(CCCC)CCCC, [F-], CC(C)[Si](C(C)C)(C(C)C)n1cc(N2CCOCC2)c2ccccc21, O. Starting materials: CS(=O)(=O)C=1C=CC2=C(OC(OC2)CNCC)C1 (N-{[7-(methylsulfonyl)-4H-1,3-benzodioxin-2-yl]methyl}ethanamine), C(C1=CC=CC=C1)Br (benzylbromide), C([O-])([O-])=O.[K+].[K+] (potassium carbonate), C(C)#N (ACN). Run in CCOC(=O)C (EtOAc). Product: C(C1=CC=CC=C1)N(CC)CC1OCC2=C(O1)C=C(C=C2)S(=O)(=O)C ((+)-N-BENZYL-N-{[7-(METHYLSULFONYL)-4H-1,3-BENZODIOXIN-2-YL]METHYL}ETHANAMINE). The yield is 89.5%. As a reaction SMILES: [CH3:1][S:2]([C:5]1[CH:6]=[CH:7][C:8]2[CH2:13][O:12][CH:11]([CH2:14][NH:15][CH2:16][CH3:17])[O:10][C:9]=2[CH:18]=1)(=[O:4])=[O:3].[CH2:19](Br)[C:20]1[CH:25]=[CH:24][CH:23]=[CH:22][CH:21]=1.C(=O)([O-])[O-].[K+].[K+].C(#N)C>CCOC(C)=O>[CH2:19]([N:15]([CH2:14][CH:11]1[O:10][C:9]2[CH:18]=[C:5]([S:2]([CH3:1])(=[O:4])=[O:3])[CH:6]=[CH:7][C:8]=2[CH2:13][O:12]1)[CH2:16][CH3:17])[C:20]1[CH:25]=[CH:24][CH:23]=[CH:22][CH:21]=1 |f:2.3.4|. Reported procedure: N-{[7-(methylsulfonyl)-4H-1,3-benzodioxin-2-yl]methyl}ethanamine (0.93 g, 3.4 mmol), benzylbromide (0.43 ml, 3.6 mmol), potassium carbonate (0.61 g, 4.4 mmol) and ACN (20 ml) were heated at 70° C. for 2 h. EtOAc (50 ml) was added before the reaction mixture was filtered and concentrated. Purification by flash chromatography (isooctane/EtOAc 1:1) afforded the title compound (1.1 g). 1H-NMR (400 MHz, MeOH): δ 7.47 (1H, dd, J1 8 Hz, J2 1.6 Hz), δ 7.31 (7H, m), δ 5.18 (1H, t, J 5.2 Hz), δ 4.97 (2H, ... As a reaction SMILES: [Cl:1][c:2]1[cH:3][cH:4][c:5]([C:6](=[O:7])[c:8]2[cH:9][cH:10][cH:11][c:12]3[c:16]2[NH:15][C:14](=[O:17])[CH:13]3[S:18][CH3:19])[cH:20][cH:21]1.[O:22]1[CH2:23][CH2:24][CH2:25][CH2:26]1>>[Cl:1][c:2]1[cH:3][cH:4][c:5]([C:6](=[O:7])[c:8]2[cH:9][cH:10][cH:11][c:12]3[c:16]2[NH:15][C:14](=[O:17])[CH2:13]3)[cH:20][cH:21]1. Reactants: CSC1C(=O)Nc2c(C(=O)c3ccc(Cl)cc3)cccc21, C1CCOC1. Yields the product O=C1Cc2cccc(C(=O)c3ccc(Cl)cc3)c2N1.